Dataset: the Open Reaction Database (ORD), a public repository of structured organic reaction records. Task: describe an organic reaction: reactants, conditions, products, and yield Reactants: C1(CCC(=O)O1)=O (Succinic anhydride), C1(CCCCC1)N (Cyclohexylamine). The solvent is N1=CC=CC=C1 (pyridine). Conditions: time 6 hour. The product is C1(CCCCC1)NC(CCC(=O)O)=O (4-Cyclohexylamino-4-oxobutanoic Acid). Yield: 74.0%. Reaction SMILES: [C:1]1(=[O:7])[O:6][C:4](=[O:5])[CH2:3][CH2:2]1.[CH:8]1([NH2:14])[CH2:13][CH2:12][CH2:11][CH2:10][CH2:9]1>N1C=CC=CC=1>[CH:8]1([NH:14][C:1](=[O:7])[CH2:2][CH2:3][C:4]([OH:6])=[O:5])[CH2:13][CH2:12][CH2:11][CH2:10][CH2:9]1. Reported procedure: Succinic anhydride (2.59 g, 25.9 retool) was dissolved in pyridine (15 ml). Cyclohexylamine was added dropwise to the solution at 0°. Thereafter, the mixture was stirred at room temperature (20°-22°) for 6 h. The pyridine was removed under reduced pressure. The residue was poured into 10% aqueous citric acid. The resulting precipitate was collected, washed thoroughly with 10% aqueous citric acid and then water. The precipitate was dried under vacuum to give the title compound (3.81 g, 74%), mp 1... Reactants: [BH4-], CO, C[Si](C)(C)CCOCn1cnc(Cl)c1C=O, [Na+]. The product is C[Si](C)(C)CCOCn1cnc(Cl)c1CO. As a reaction SMILES: [BH4-:1].[CH3:19][OH:20].[Cl:3][c:4]1[n:5][cH:6][n:7]([CH2:11][O:12][CH2:13][CH2:14][Si:15]([CH3:16])([CH3:17])[CH3:18])[c:8]1[CH:9]=[O:10].[Na+:2]>>[Cl:3][c:4]1[n:5][cH:6][n:7]([CH2:11][O:12][CH2:13][CH2:14][Si:15]([CH3:16])([CH3:17])[CH3:18])[c:8]1[CH2:9][OH:10]. Reactants: FS(C=1C=C(C(=O)O)C=C(C1)[N+](=O)[O-])(F)(F)(F)F (3-pentafluorosulfanyl-5-nitrobenzoic acid), [H][H] (hydrogen). Reagents/catalysts: [Ni] (Raney nickel). The solvent is CO (methanol). Run at time 3 hour. The product is NC=1C=C(C(=O)O)C=C(C1)S(F)(F)(F)(F)F (3-Amino-5-pentafluorosulfanylbenzoic acid). The yield is 86.9%. As a reaction SMILES: [F:1][S:2]([F:18])([F:17])([F:16])([F:15])[C:3]1[CH:4]=[C:5]([CH:9]=[C:10]([N+:12]([O-])=O)[CH:11]=1)[C:6]([OH:8])=[O:7].[H][H]>CO.[Ni]>[NH2:12][C:10]1[CH:9]=[C:5]([CH:4]=[C:3]([S:2]([F:18])([F:1])([F:15])([F:16])[F:17])[CH:11]=1)[C:6]([OH:8])=[O:7]. Reported procedure: Subsequently, the 3-pentafluorosulfanyl-5-nitrobenzoic acid (5 g) was dissolved in methanol (300 ml), Raney nickel (about 750 mg) was added and hydrogenation was effected under a hydrogen atmosphere (hydrogen balloon). After 3 h, the catalyst was filtered off and the filter residue was washed thoroughly with methanol. The filtrate was concentrated and dried. The residue was purified using silica gel (2×50 g cartridge, n-heptane/EA gradient of 0-100% within 60 min). 3.9 g of the title compound we... The reactants are OC1=C(C(OC(=C1)C1=CC=C(OCC(=O)OCC)C=C1)=O)SCCC1=CC=CC=C1 (4-[4-hydroxy-2-oxo-3-[(2-phenylethyl)thio]-2H-pyran-6-yl]phenoxyacetic acid, ethyl ester), [OH-].[Na+] (sodium hydroxide). Run in O1CCCC1 (tetrahydrofuran). Run at time 5 hour. The product is OC1=C(C(OC(=C1)C1=CC=C(OCC(=O)O)C=C1)=O)SCCC1=CC=CC=C1 (4-[4-Hydroxy-2-oxo-3-[(2-phenylethyl)thio]-2H-pyran-6-yl]phenoxyacetic acid). As a reaction SMILES: [OH:1][C:2]1[CH:7]=[C:6]([C:8]2[CH:20]=[CH:19][C:11]([O:12][CH2:13][C:14]([O:16]CC)=[O:15])=[CH:10][CH:9]=2)[O:5][C:4](=[O:21])[C:3]=1[S:22][CH2:23][CH2:24][C:25]1[CH:30]=[CH:29][CH:28]=[CH:27][CH:26]=1.[OH-].[Na+]>O1CCCC1>[OH:1][C:2]1[CH:7]=[C:6]([C:8]2[CH:9]=[CH:10][C:11]([O:12][CH2:13][C:14]([OH:16])=[O:15])=[CH:19][CH:20]=2)[O:5][C:4](=[O:21])[C:3]=1[S:22][CH2:23][CH2:24][C:25]1[CH:26]=[CH:27][CH:28]=[CH:29][CH:30]=1 |f:1.2|. Procedure: To a tetrahydrofuran (10 ml) solution of 4-[4-hydroxy-2-oxo-3-[(2-phenylethyl)thio]-2H-pyran-6-yl]phenoxyacetic acid, ethyl ester (0.939 mmol) was added 1N sodium hydroxide (2.34 mmol). The reaction was stirred for 5 hrs, and then quenched by addition of water (10 ml) followed by acidification with conc. hydrochloric acid to pH 2. The aqueous layer was then extracted with 2× with ethyl acetate (100 ml). The combined organic extracts were then washed with saturated sodium chloride and dried over ... Starting materials: Cl (Hydrogen chloride), C=O (paraformaldehyde), CC(C)(C#C)O (2-methyl-3-butyn-2-ol), C(Cl)Cl (methylene chloride). Product: CC(C#C)(C)C(Cl)OC(C(C#C)(C)C)Cl (1,1-dimethyl-2-propynylchloromethyl ether). As a reaction SMILES: [ClH:1].[CH2:2]=[O:3].[CH3:4][C:5](O)([C:7]#[CH:8])[CH3:6].[CH2:10]([Cl:12])Cl>>[CH3:4][C:5]([CH:2]([O:3][CH:10]([Cl:12])[C:5]([CH3:6])([CH3:4])[C:7]#[CH:8])[Cl:1])([CH3:6])[C:7]#[CH:8]. Procedure details: Hydrogen chloride gas (80 grams, 2.2 moles) was bubbled into a mixture of paraformaldehyde (60.2 grams, 2.0 moles), and 2-methyl-3-butyn-2-ol (168.2 grams, 2.0 mole) in methylene chloride (500 ml.) over a 25 minute period, with constant stirring while maintaining the temperature between 2° C. to 8° C. Upon completion of the addition, the reaction temperature was allowed to rise to 10° C., then the lower organic phase separated, washed with ice water, separated and dried over anhydrous calcium ch... The reactants are CC(c1ccc(-c2cc(Cl)ncn2)cc1)N1CCC(CCCO)(c2ccc(F)cc2)OC1=O, [Na+], [OH-]. Yields the product CC(c1ccc(-c2cc(=O)[nH]cn2)cc1)N1CCC(CCCO)(c2ccc(F)cc2)OC1=O. As a reaction SMILES: [Cl:1][c:2]1[cH:3][c:4](-[c:8]2[cH:9][cH:10][c:11]([CH:14]([CH3:15])[N:16]3[C:17](=[O:33])[O:18][C:19]([CH2:22][CH2:23][CH2:24][OH:25])([c:26]4[cH:27][cH:28][c:29]([F:32])[cH:30][cH:31]4)[CH2:20][CH2:21]3)[cH:12][cH:13]2)[n:5][cH:6][n:7]1.[Na+:35].[OH-:34]>>[c:2]1(=[O:34])[cH:3][c:4](-[c:8]2[cH:9][cH:10][c:11]([CH:14]([CH3:15])[N:16]3[C:17](=[O:33])[O:18][C:19]([CH2:22][CH2:23][CH2:24][OH:25])([c:26]4[cH:27][cH:28][c:29]([F:32])[cH:30][cH:31]4)[CH2:20][CH2:21]3)[cH:12][cH:13]2)[n:5][cH:6][nH:7]1. Reaction SMILES: [Cl:1][c:2]1[c:3]([C:4](=[O:5])[O:6][CH3:7])[cH:8][cH:9][c:10]([S:12](=[O:13])(=[O:14])[NH:15][c:16]2[s:17][c:18]([Cl:21])[cH:19][n:20]2)[cH:11]1.[ClH:24].[Na+:23].[O:25]1[CH2:26][CH2:27][O:28][CH2:29][CH2:30]1.[OH-:22].[OH2:31]>>[Cl:1][c:2]1[c:3]([C:4](=[O:5])[OH:6])[cH:8][cH:9][c:10]([S:12](=[O:13])(=[O:14])[NH:15][c:16]2[s:17][c:18]([Cl:21])[cH:19][n:20]2)[cH:11]1. The reactants are COC(=O)c1ccc(S(=O)(=O)Nc2ncc(Cl)s2)cc1Cl, Cl, [Na+], C1COCCO1, [OH-], O. Product: O=C(O)c1ccc(S(=O)(=O)Nc2ncc(Cl)s2)cc1Cl.